From a dataset of the Open Reaction Database (ORD), a public repository of structured organic reaction records. describe an organic reaction: reactants, conditions, products, and yield The reactants are NC=1C=C(C2=C(C=CO2)C1)CN1CC(N(CC1)C(=O)OC(C)(C)C)C (tert-Butyl 4-[(5-amino-1-benzofuran-7-yl)methyl]-2-methylpiperazine-1-carboxylate), ClC1=C(C=CC=C1)S(=O)(=O)Cl (2-chlorobenzenesulfonyl chloride). Product: Cl.Cl.ClC1=C(C=CC=C1)S(=O)(=O)NC=1C=C(C2=C(C=CO2)C1)CN1CC(NCC1)C (2-Chloro-N-{7-[(3-methylpiperazin-1-yl)methyl]-1-benzofuran-5-yl}benzenesulfonamide, dihydrochloride). Yield: 75.2%. Reaction SMILES: [NH2:1][C:2]1[CH:3]=[C:4]([CH2:11][N:12]2[CH2:17][CH2:16][N:15](C(OC(C)(C)C)=O)[CH:14]([CH3:25])[CH2:13]2)[C:5]2[O:9][CH:8]=[CH:7][C:6]=2[CH:10]=1.[Cl:26][C:27]1[CH:32]=[CH:31][CH:30]=[CH:29][C:28]=1[S:33](Cl)(=[O:35])=[O:34]>>[ClH:26].[ClH:26].[Cl:26][C:27]1[CH:32]=[CH:31][CH:30]=[CH:29][C:28]=1[S:33]([NH:1][C:2]1[CH:3]=[C:4]([CH2:11][N:12]2[CH2:17][CH2:16][NH:15][CH:14]([CH3:25])[CH2:13]2)[C:5]2[O:9][CH:8]=[CH:7][C:6]=2[CH:10]=1)(=[O:35])=[O:34] |f:2.3.4|. Procedure: The title compound was prepared according to the procedure of Example 115, Step 4, starting from tert-butyl 4-[(5-amino-1-benzofuran-7-yl)methyl]-2-methylpiperazine-1-carboxylate (41 mg crude starting material, 0.11 mmol; obtained in Example 115, Step 3) and 2-chlorobenzenesulfonyl chloride (22 μL, 0.17 mmol). The title compound (21 mg, 39%) was obtained as an off-white solid. HPLC 100%, RT=1.42 min (System A; 10-97% MeCN over 3 min), 100%, RT=1.26 min (System B; 10-97% MeCN over 3 min). 1H NMR ... The reactants are ClC1=CC=C(C=C1)\C=C(/C(C(C)(C)C)=O)\N1N=CN=C1 ((E)-1-(4-chlorophenyl)-2-(1,2,4-triazol-1-yl)-4,4-dimethyl-1-penten-3-one), C(C)(=O)O (acetic acid), [BH4-].[Na+] (sodium borohydride), N[C@H](C(O)(C1=CC=CC=C1)C1=CC=CC=C1)CC(C)C ((S)-2-amino-1,1-diphenyl-4-methylpentan-1-ol). Run in C(Cl)Cl (methylene chloride), CN(C=O)C (dimethylformamide), C(Cl)(Cl)Cl (chloroform). Reaction conditions: temperature -60 celsius, time 17 hour. The product is ClC1=CC=C(C=C1)\C=C(/C(C(C)(C)C)O)\N1N=CN=C1 ((+)-(E)-1-(4-chlorophenyl)-2-(1,2,4-triazol-1-yl)-4,4-dimethyl-1-penten-3-ol). As a reaction SMILES: N[C@@H](CC(C)C)C(C1C=CC=CC=1)(C1C=CC=CC=1)O.C(O)(=O)C.[BH4-].[Na+].[Cl:27][C:28]1[CH:33]=[CH:32][C:31](/[CH:34]=[C:35](/[N:42]2[CH:46]=[N:45][CH:44]=[N:43]2)\[C:36](=[O:41])[C:37]([CH3:40])([CH3:39])[CH3:38])=[CH:30][CH:29]=1>C(Cl)Cl.CN(C)C=O.C(Cl)(Cl)Cl>[Cl:27][C:28]1[CH:33]=[CH:32][C:31](/[CH:34]=[C:35](/[N:42]2[CH:46]=[N:45][CH:44]=[N:43]2)\[CH:36]([OH:41])[C:37]([CH3:40])([CH3:39])[CH3:38])=[CH:30][CH:29]=1 |f:2.3|. Procedure: To 3 ml of a chloroform solution containing 0.117 g (0.43 mmole) of (S)-2-amino-1,1-diphenyl-4-methylpentan-1-ol was added 0.052 g (0.87 mmole) of acetic acid, and the mixture was cooled to -60° C. Thereafter, 0.5 ml of a dimethylformamide solution containing 0.033 g (0.87 mmole) of sodium borohydride was added, and the temperature of the mixture was raised to room temperature over 2 hours. To this suspension was added 3 ml of a methylene chloride solution containing 0.084 g (0.29 mmole) of (E)-... The reactants are C(C)(=O)OCCC1=CC=C(C=C1)C(C1=C(C=CC(=C1)Br)Cl)=O (4-(5-bromo-2-chlorobenzoyl)phenethyl acetate), B(F)(F)F.C(C)OCC (borontrifluoride diethylether), C(C)[SiH](CC)CC (triethylsilane). The solvent is ice water. Reaction conditions: temperature 85 celsius. The product is C(C)(=O)OCCC1=CC=C(C=C1)CC1=C(C=CC(=C1)Br)Cl (4-(5-bromo-2-chlorobenzyl)phenethyl acetate). The yield is 65.0%. RXN SMILES: [C:1]([O:4][CH2:5][CH2:6][C:7]1[CH:12]=[CH:11][C:10]([C:13](=O)[C:14]2[CH:19]=[C:18]([Br:20])[CH:17]=[CH:16][C:15]=2[Cl:21])=[CH:9][CH:8]=1)(=[O:3])[CH3:2].B(F)(F)F.C(OCC)C.C([SiH](CC)CC)C>>[C:1]([O:4][CH2:5][CH2:6][C:7]1[CH:8]=[CH:9][C:10]([CH2:13][C:14]2[CH:19]=[C:18]([Br:20])[CH:17]=[CH:16][C:15]=2[Cl:21])=[CH:11][CH:12]=1)(=[O:3])[CH3:2] |f:1.2|. Procedure: A mixture of 4-(5-bromo-2-chlorobenzoyl)phenethyl acetate (intermediate BF) (1 g, 2.62 mmol), borontrifluoride diethylether (0.65 mL, 10.4 mmol) and triethylsilane (0.84 mL, 10.4 mmol) was heated at 85° C. for 2 h in a sealed tube. The reaction vessel was cooled to room temperature and ice-water (50 mL) was added. The product was extracted with ethyl acetate (2×25 mL), washed with brine (25 mL), dried (Na2SO4), filtered and evaporated. Purification on silica gel using an ISCO column with 5% ethy... Reactants: CCO, CCOC(C)=O, CCOC(=O)C1CCOc2cc(Oc3ccc(C(=O)NCCc4cc(Cl)cc(Cl)c4)cc3)c(Cl)cc21, Cl, [Na+], [OH-]. The product is O=C(NCCc1cc(Cl)cc(Cl)c1)c1ccc(Oc2cc3c(cc2Cl)C(C(=O)O)CCO3)cc1. Reaction SMILES: [CH3:39][CH2:40][OH:41].[CH3:43][CH2:44][O:45][C:46](=[O:47])[CH3:48].[Cl:1][c:2]1[cH:3][c:4]2[c:9]([cH:10][c:11]1[O:12][c:13]1[cH:14][cH:15][c:16]([C:19]([NH:20][CH2:21][CH2:22][c:23]3[cH:24][c:25]([Cl:30])[cH:26][c:27]([Cl:29])[cH:28]3)=[O:31])[cH:17][cH:18]1)[O:8][CH2:7][CH2:6][CH:5]2[C:32](=[O:33])[O:34][CH2:35][CH3:36].[ClH:42].[Na+:38].[OH-:37]>>[Cl:1][c:2]1[cH:3][c:4]2[c:9]([cH:10][c:11]1[O:12][c:13]1[cH:14][cH:15][c:16]([C:19]([NH:20][CH2:21][CH2:22][c:23]3[cH:24][c:25]([Cl:30])[cH:26][c:27]([Cl:29])[cH:28]3)=[O:31])[cH:17][cH:18]1)[O:8][CH2:7][CH2:6][CH:5]2[C:32](=[O:33])[OH:34]. Starting materials: [Al+3], CCOCC, C1CCOC1, CON(C)C(=O)C(F)(F)Oc1ccc(F)cc1, [H-], [H-], [H-], [H-], [Li+], [Na+], [OH-]. The product is CON(C)C(O)C(F)(F)Oc1ccc(F)cc1. Reaction SMILES: [Al+3:19].[CH2:26]([O:27][CH2:28][CH3:29])[CH3:30].[CH2:31]1[O:32][CH2:33][CH2:34][CH2:35]1.[F:1][C:2]([C:3](=[O:4])[N:5]([CH3:6])[O:7][CH3:8])([O:9][c:10]1[cH:11][cH:12][c:13]([F:16])[cH:14][cH:15]1)[F:17].[H-:18].[H-:21].[H-:22].[H-:23].[Li+:20].[Na+:25].[OH-:24]>>[F:1][C:2]([CH:3]([OH:4])[N:5]([CH3:6])[O:7][CH3:8])([O:9][c:10]1[cH:11][cH:12][c:13]([F:16])[cH:14][cH:15]1)[F:17].